Dataset: the Open Reaction Database (ORD), a public repository of structured organic reaction records. Task: describe an organic reaction: reactants, conditions, products, and yield The reactants are Brc1nccs1, O=C([O-])[O-], CCOC(C)=O, C(=Cc1nc2ccccc2[nH]1)c1ccccc1, [Cu], [K+], [K+], O=[N+]([O-])c1ccccc1. The product is C(=Cc1nc2ccccc2n1-c1nccs1)c1ccccc1. As a reaction SMILES: [Br:18][c:19]1[s:20][cH:21][cH:22][n:23]1.[C:24](=[O:25])([O-:26])[O-:27].[CH3:39][CH2:40][O:41][C:42](=[O:43])[CH3:44].[CH:1](=[CH:2][c:3]1[cH:4][cH:5][cH:6][cH:7][cH:8]1)[c:9]1[n:10][c:11]2[c:12]([nH:13]1)[cH:14][cH:15][cH:16][cH:17]2.[Cu:45].[K+:28].[K+:29].[O-:30][N+:31]([c:32]1[cH:33][cH:34][cH:35][cH:36][cH:37]1)=[O:38]>>[CH:1](=[CH:2][c:3]1[cH:4][cH:5][cH:6][cH:7][cH:8]1)[c:9]1[n:10](-[c:19]2[s:20][cH:21][cH:22][n:23]2)[c:11]2[c:12]([n:13]1)[cH:14][cH:15][cH:16][cH:17]2. RXN SMILES: [C:1]([O:5][C:6]([N:8]1[CH2:13][CH2:12][CH:11]([CH2:14][O:15][CH2:16][CH:17]([NH2:23])[CH:18]2[CH2:22][CH2:21][CH2:20][CH2:19]2)[CH2:10][CH2:9]1)=[O:7])([CH3:4])([CH3:3])[CH3:2].[Cl:24][C:25]1[C:33]2[C:28](=[CH:29][C:30]([C:34](O)=[O:35])=[CH:31][CH:32]=2)[NH:27][CH:26]=1>>[C:1]([O:5][C:6]([N:8]1[CH2:9][CH2:10][CH:11]([CH2:14][O:15][CH2:16][CH:17]([NH:23][C:34]([C:30]2[CH:29]=[C:28]3[C:33]([C:25]([Cl:24])=[CH:26][NH:27]3)=[CH:32][CH:31]=2)=[O:35])[CH:18]2[CH2:22][CH2:21][CH2:20][CH2:19]2)[CH2:12][CH2:13]1)=[O:7])([CH3:4])([CH3:2])[CH3:3]. Procedure: Using coupling method A, 4-(2-amino-2-cyclopentyl-ethoxymethyl)piperidine-1-carboxylic acid tert-butyl ester (460 mg, 1.4 mmol) and 3-chloroindole-6-carboxylic acid (275 mg, 1.4 mmol) afforded, after purification (SiO2: 40% EtOAc in hexane), 211 mg (30%) of the title compound. Product: C(C)(C)(C)OC(=O)N1CCC(CC1)COCC(C1CCCC1)NC(=O)C1=CC=C2C(=CNC2=C1)Cl (4-{2-[(3-Chloro-1H-indole-6-carbonyl)amino]-2-cyclopentyl-ethoxymethyl}piperidine-1-carboxylic acid tert-butyl ester). Reactants: C(C)(C)(C)OC(=O)N1CCC(CC1)COCC(C1CCCC1)N (4-(2-amino-2-cyclopentyl-ethoxymethyl)piperidine-1-carboxylic acid tert-butyl ester), ClC1=CNC2=CC(=CC=C12)C(=O)O (3-chloroindole-6-carboxylic acid). The reactants are C=CC(=O)OC(CSCCCCCCCCCCCC)CSCCCCCCCCCCCC, CCCCCCCCCCCCS, CCO, Cl, O. Product: CCCCCCCCCCCCSCCC(=O)OC(CSCCCCCCCCCCCC)CSCCCCCCCCCCCC. Reaction SMILES: [C:1]([CH:2]=[CH2:3])(=[O:4])[O:5][CH:6]([CH2:7][S:8][CH2:9][CH2:10][CH2:11][CH2:12][CH2:13][CH2:14][CH2:15][CH2:16][CH2:17][CH2:18][CH2:19][CH3:20])[CH2:21][S:22][CH2:23][CH2:24][CH2:25][CH2:26][CH2:27][CH2:28][CH2:29][CH2:30][CH2:31][CH2:32][CH2:33][CH3:34].[CH2:35]([CH2:36][CH2:37][CH2:38][CH2:39][CH2:40][CH2:41][CH2:42][CH2:43][CH2:44][CH2:45][CH3:46])[SH:47].[CH3:49][CH2:50][OH:51].[ClH:48].[OH2:52]>>[C:1]([CH2:2][CH2:3][S:47][CH2:35][CH2:36][CH2:37][CH2:38][CH2:39][CH2:40][CH2:41][CH2:42][CH2:43][CH2:44][CH2:45][CH3:46])(=[O:4])[O:5][CH:6]([CH2:7][S:8][CH2:9][CH2:10][CH2:11][CH2:12][CH2:13][CH2:14][CH2:15][CH2:16][CH2:17][CH2:18][CH2:19][CH3:20])[CH2:21][S:22][CH2:23][CH2:24][CH2:25][CH2:26][CH2:27][CH2:28][CH2:29][CH2:30][CH2:31][CH2:32][CH2:33][CH3:34]. Reactants: [N+](=O)([O-])C1=C2C=CN(C2=CC=C1)CC(=O)OC (methyl 2-(4-nitro-1H-indol-1-yl)acetate), O.O.[Sn](Cl)Cl (tin(II) chloride dihydrate), C(=O)(O)[O-].[Na+] (NaHCO3). Run in C1CCOC1 (THF). Product: NC1=C2C=CN(C2=CC=C1)CC(=O)OC (methyl 2-(4-amino-1H-indol-1-yl)acetate). As a reaction SMILES: [N+:1]([C:4]1[CH:12]=[CH:11][CH:10]=[C:9]2[C:5]=1[CH:6]=[CH:7][N:8]2[CH2:13][C:14]([O:16][CH3:17])=[O:15])([O-])=O.O.O.[Sn](Cl)Cl.C([O-])(O)=O.[Na+]>C1COCC1>[NH2:1][C:4]1[CH:12]=[CH:11][CH:10]=[C:9]2[C:5]=1[CH:6]=[CH:7][N:8]2[CH2:13][C:14]([O:16][CH3:17])=[O:15] |f:1.2.3,4.5|. Procedure: To a solution of crude methyl 2-(4-nitro-1H-indol-1-yl)acetate (obtained as reported in Example 15, Step 1, theoretical amount 3.08 mmol) in THF (15 ml), tin(II) chloride dihydrate (6.243 g, 27.7 mmol) was added, and the mixture was reacted at 50° C. for 5 hours and at room temperature overnight. A saturated solution of NaHCO3 (120 ml) was added to the cooled reaction mixture, and the resulting precipitate was filtered off on a celite pad. The filtrate was extracted with ethyl acetate (3×20 ml) ... Starting materials: CS(=O)(=O)OCCOC(C=1NC=NC1)C1=CC=C(C=C1)C#N (2-[(4-cyanophenyl)-(3H-imidazol-4-yl)methoxy]ethyl methanesulphonate). The solvent is C(C)#N (acetonitrile). Product: C=1N=CN2C1C(OCC2)C2=CC=C(C#N)C=C2 (4-(5,6-Dihydro-8H-imidazo[5,1-c][1,4]oxazin-8-yl)benzonitrile), SiO2. RXN SMILES: CS(O[CH2:6][CH2:7][O:8][CH:9]([C:15]1[CH:20]=[CH:19][C:18]([C:21]#[N:22])=[CH:17][CH:16]=1)[C:10]1[NH:11][CH:12]=[N:13][CH:14]=1)(=O)=O>C(#N)C>[CH:14]1[N:13]=[CH:12][N:11]2[CH2:6][CH2:7][O:8][CH:9]([C:15]3[CH:20]=[CH:19][C:18]([C:21]#[N:22])=[CH:17][CH:16]=3)[C:10]=12. Procedure details: A solution of 1.20 mmol of 2-[(4-cyanophenyl)-(3H-imidazol-4-yl)methoxy]ethyl methanesulphonate in 10 ml of acetonitrile is heated to reflux for 24 hours. The reaction mixture is cooled to room temperature and evaporated. The title compound is obtained as a white solid from the residue by flash chromatography (SiO2 60F). Rf=0.14 (dichloromethane -2M ammonia in ethanol 95:5); Rt=4.29. The reactants are CC(=O)OC1CCN(C2CC3(C)C(CCC4C3CCC3(C)C4CC(N4CCCC4)C3OC(C)=O)CC2OC(C)=O)CC1, CBr. Yields the product [Br-], CC(=O)OC1CCN(C2CC3(C)C(CCC4C3CCC3(C)C4CC([N+]4(C)CCCC4)C3OC(C)=O)CC2OC(C)=O)CC1. RXN SMILES: [C:1]([CH3:2])(=[O:3])[O:4][CH:5]1[CH2:6][CH:7]2[CH2:8][CH2:9][CH:10]3[CH:11]4[CH2:12][CH:13]([N:38]5[CH2:39][CH2:40][CH2:41][CH2:42]5)[CH:14]([O:34][C:35]([CH3:36])=[O:37])[C:15]4([CH3:16])[CH2:17][CH2:18][CH:19]3[C:20]2([CH3:33])[CH2:21][CH:22]1[N:23]1[CH2:24][CH2:25][CH:26]([O:29][C:30]([CH3:31])=[O:32])[CH2:27][CH2:28]1.[CH3:43][Br:44]>>[Br-:44].[C:1]([CH3:2])(=[O:3])[O:4][CH:5]1[CH2:6][CH:7]2[CH2:8][CH2:9][CH:10]3[CH:11]4[CH2:12][CH:13]([N+:38]5([CH3:43])[CH2:39][CH2:40][CH2:41][CH2:42]5)[CH:14]([O:34][C:35]([CH3:36])=[O:37])[C:15]4([CH3:16])[CH2:17][CH2:18][CH:19]3[C:20]2([CH3:33])[CH2:21][CH:22]1[N:23]1[CH2:24][CH2:25][CH:26]([O:29][C:30]([CH3:31])=[O:32])[CH2:27][CH2:28]1. Starting materials: C1(=CC=CC=C1)C(OC1CCN(CC1)CCCOC1=C(C=CC=C1)NS(=O)(=O)C)C1=CC=CC=C1 (4-diphenylmethoxy-1-[3-(2-methanesulfonylaminophenoxy)propyl]piperidine), C(\C=C\C(=O)O)(=O)O (fumaric acid). Run in C(C)O (ethanol). Product: C(\C=C\C(=O)O)(=O)O.C1(=CC=CC=C1)C(OC1CCN(CC1)CCCOC1=C(C=CC=C1)NS(=O)(=O)C)C1=CC=CC=C1 (4-diphenylmethoxy-1-[3-(2-methanesulfonylaminophenoxy)propyl]piperidine fumarate). Yield: 79.6%. RXN SMILES: [C:1]1([CH:7]([C:30]2[CH:35]=[CH:34][CH:33]=[CH:32][CH:31]=2)[O:8][CH:9]2[CH2:14][CH2:13][N:12]([CH2:15][CH2:16][CH2:17][O:18][C:19]3[CH:24]=[CH:23][CH:22]=[CH:21][C:20]=3[NH:25][S:26]([CH3:29])(=[O:28])=[O:27])[CH2:11][CH2:10]2)[CH:6]=[CH:5][CH:4]=[CH:3][CH:2]=1.[C:36]([OH:43])(=[O:42])/[CH:37]=[CH:38]/[C:39]([OH:41])=[O:40]>C(O)C>[C:36]([OH:43])(=[O:42])/[CH:37]=[CH:38]/[C:39]([OH:41])=[O:40].[C:1]1([CH:7]([C:30]2[CH:31]=[CH:32][CH:33]=[CH:34][CH:35]=2)[O:8][CH:9]2[CH2:14][CH2:13][N:12]([CH2:15][CH2:16][CH2:17][O:18][C:19]3[CH:24]=[CH:23][CH:22]=[CH:21][C:20]=3[NH:25][S:26]([CH3:29])(=[O:28])=[O:27])[CH2:11][CH2:10]2)[CH:6]=[CH:5][CH:4]=[CH:3][CH:2]=1 |f:3.4|. Procedure details: Into 40 ml of ethanol were dissolved at first 1.0 g of 4-diphenylmethoxy-1-[3-(2-methanesulfonylaminophenoxy)propyl]-piperidine obtained in Example 1 (c) and then 0.234 g of fumaric acid. The mixture was dried under reduced pressure to form a solid. The residue was recrystallized from isopropyl alcohol to give 0.98 g of the desired compound.